Dataset: the Open Reaction Database (ORD), a public repository of structured organic reaction records. Task: describe an organic reaction: reactants, conditions, products, and yield Reactants: ClC1=C(NC=2C(=CSC2)CC#N)C(=CC=C1)Cl (4-(2,6-dichloroanilino)-3-thiophenacetonitrile), S(O)(O)(=O)=O (sulfuric acid). Run at time 1 hour. The product is ClC1=C(NC=2C(=CSC2)CC(=O)N)C(=CC=C1)Cl (4-(2,6-dichloroanilino)-3-thiophenacetamide). Reaction SMILES: [Cl:1][C:2]1[CH:16]=[CH:15][CH:14]=[C:13]([Cl:17])[C:3]=1[NH:4][C:5]1[C:6]([CH2:10][C:11]#[N:12])=[CH:7][S:8][CH:9]=1.S(=O)(=O)(O)[OH:19]>>[Cl:1][C:2]1[CH:16]=[CH:15][CH:14]=[C:13]([Cl:17])[C:3]=1[NH:4][C:5]1[C:6]([CH2:10][C:11]([NH2:12])=[O:19])=[CH:7][S:8][CH:9]=1. Reported procedure: 28.3 g (0.1 mole) of 4-(2,6-dichloroanilino)-3-thiophenacetonitrile are introduced into 150 ml of concentrated sulfuric acid and stirred for one hour at room temperature. It is poured onto ice, and the precipitate which has formed is filtered off. Recrystallization from ethyl acetate yields 4-(2,6-dichloroanilino)-3-thiophenacetamide (m. 172° to 173°).